This data is from the Open Reaction Database (ORD), a public repository of structured organic reaction records. The task is: describe an organic reaction: reactants, conditions, products, and yield Reactants: CC(C)(C)OC(=O)Nc1ccc(NC(=O)C2CCCN2C(=O)OCc2ccccc2)cc1, Cl, C1COCCO1, C1COCCO1. Reaction SMILES: [C:1]([O:2][C:3](=[O:4])[NH:8][c:9]1[cH:10][cH:11][c:12]([NH:15][C:16](=[O:17])[CH:18]2[N:19]([C:23](=[O:24])[O:25][CH2:26][c:27]3[cH:28][cH:29][cH:30][cH:31][cH:32]3)[CH2:20][CH2:21][CH2:22]2)[cH:13][cH:14]1)([CH3:5])([CH3:6])[CH3:7].[ClH:33].[O:34]1[CH2:35][CH2:36][O:37][CH2:38][CH2:39]1.[O:40]1[CH2:41][CH2:42][O:43][CH2:44][CH2:45]1>>[NH2:8][c:9]1[cH:10][cH:11][c:12]([NH:15][C:16](=[O:17])[CH:18]2[N:19]([C:23](=[O:24])[O:25][CH2:26][c:27]3[cH:28][cH:29][cH:30][cH:31][cH:32]3)[CH2:20][CH2:21][CH2:22]2)[cH:13][cH:14]1. The product is Nc1ccc(NC(=O)C2CCCN2C(=O)OCc2ccccc2)cc1. Starting materials: CC1=CNC=2CC(CC(C12)=O)(C)C (3,6,6-Trimethyl-1,5,6,7-tetrahydro-indol-4-one), [H-].[Na+] (sodium hydride), C1(CC1)NC1=NC=NC2=CC(=CC=C12)F (Cyclopropyl-(7-fluoro-quinazolin-4-yl)-amine). Solvent: CN(C=O)C (N,N-dimethylformamide). Yields the product C1(CC1)NC1=NC=NC2=CC(=CC=C12)N1C=C(C=2C(CC(CC12)(C)C)=O)C (1-(4-Cyclopropylamino-quinazolin-7-yl)-3,6,6-trimethyl-1,5,6,7-tetrahydro-indol-4-one). The yield is 55.5%. RXN SMILES: [CH3:1][C:2]1[C:10]2[C:9](=[O:11])[CH2:8][C:7]([CH3:13])([CH3:12])[CH2:6][C:5]=2[NH:4][CH:3]=1.[H-].[Na+].[CH:16]1([NH:19][C:20]2[C:29]3[C:24](=[CH:25][C:26](F)=[CH:27][CH:28]=3)[N:23]=[CH:22][N:21]=2)[CH2:18][CH2:17]1>CN(C)C=O>[CH:16]1([NH:19][C:20]2[C:29]3[C:24](=[CH:25][C:26]([N:4]4[C:5]5[CH2:6][C:7]([CH3:13])([CH3:12])[CH2:8][C:9](=[O:11])[C:10]=5[C:2]([CH3:1])=[CH:3]4)=[CH:27][CH:28]=3)[N:23]=[CH:22][N:21]=2)[CH2:18][CH2:17]1 |f:1.2|. Procedure: 3,6,6-Trimethyl-1,5,6,7-tetrahydro-indol-4-one (0.177 g, 1 mmol), sodium hydride (60% in oil, 40 mg, 1 mmol), Cyclopropyl-(7-fluoro-quinazolin-4-yl)-amine (0.20 g, 1 mmol), and N,N-dimethylformamide are sealed in a microwave vessel and irradiated at 100 degrees Celsius for 1500 seconds. The mixture is extracted with ethyl acetate and washed with water. The organic phase is dried over magnesium sulfate, filtered concentrated, and chromatographed to afford 0.2 g of 1-(4-Cyclopropylamino-quinazolin... Starting materials: COCOc1ccc(Br)cc1CC#N, FC(F)(F)c1cccnc1Cl, [H-], [Na+], [Na+], CN(C)C=O, Cc1ccc(S(=O)[O-])cc1. Product: COCOc1ccc(Br)cc1C(C#N)c1ncccc1C(F)(F)F. RXN SMILES: [Br:3][c:4]1[cH:5][cH:6][c:7]([O:13][CH2:14][O:15][CH3:16])[c:8]([CH2:9][C:10]#[N:11])[cH:12]1.[Cl:17][c:18]1[n:19][cH:20][cH:21][cH:22][c:23]1[C:24]([F:25])([F:26])[F:27].[H-:1].[Na+:2].[Na+:38].[O:39]=[CH:40][N:41]([CH3:42])[CH3:43].[c:28]1([CH3:29])[cH:30][cH:31][c:32]([S:33]([O-:34])=[O:35])[cH:36][cH:37]1>>[Br:3][c:4]1[cH:5][cH:6][c:7]([O:13][CH2:14][O:15][CH3:16])[c:8]([CH:9]([C:10]#[N:11])[c:18]2[n:19][cH:20][cH:21][cH:22][c:23]2[C:24]([F:25])([F:26])[F:27])[cH:12]1. The reactants are COC1=C(C(=O)O)C=CC(=C1)SC (2-methoxy-4-methylmercapto-benzoic acid), NC=1C(NN=CC1N)=O (4,5-diamino-2H-pyridazin-3-one). Run in polyphosphoric acid. Conditions: temperature 50 celsius. Yields the product COC1=C(C=CC(=C1)SC)C=1N=C2C(=CNNC2=O)N1 (2-(2-Methoxy-4-methylmercapto-phenyl)-5H-imidazo[4,5-d]pyridazin-4-one). RXN SMILES: [CH3:1][O:2][C:3]1[CH:11]=[C:10]([S:12][CH3:13])[CH:9]=[CH:8][C:4]=1[C:5](O)=O.[NH2:14][C:15]1[C:16](=[O:22])[NH:17][N:18]=[CH:19][C:20]=1[NH2:21]>>[CH3:1][O:2][C:3]1[CH:11]=[C:10]([S:12][CH3:13])[CH:9]=[CH:8][C:4]=1[C:5]1[N:14]=[C:15]2[C:16](=[O:22])[NH:17][NH:18][CH:19]=[C:20]2[N:21]=1. Reported procedure: Two grams of 2-methoxy-4-methylmercapto-benzoic acid are suspended in 20 ml of polyphosphoric acid, and 1.2 gm of 4,5-diamino-2H-pyridazin-3-one are added thereto with stirring at 50° C. The mixture is heated for 90 minutes to 100°-110° C. and then poured onto ice water, and the product which is precipitated on stirring is subjected to suction filtration. The mother liquor is extracted with ethyl acetate, after which the aqueous phase is made ammoniacal and extracted again with ethyl acetate. Th... Reactants: [OH-].[Na+] (sodium hydroxide), [N+](=O)([O-])C1=CC=C(C=C1)S (4-nitrothiophenol), CC=1C=CC=2N(C1)C(=CN2)CO (6-methylimidazo[1,2-a]pyridin-3-ylmethanol), Cl (hydrochloric acid). The solvent is C(C)(=O)O (acetic acid). Reaction conditions: temperature 100 celsius, time 5 day. Yields the product CC=1C=CC=2N(C1)C(=CN2)CSC2=CC=C(C=C2)[N+](=O)[O-] (6-methyl-3-[[(4-nitrophenyl)thio]methyl]imidazo[1,2-a]pyridine). Yield: 80.9%. RXN SMILES: [N+:1]([C:4]1[CH:9]=[CH:8][C:7]([SH:10])=[CH:6][CH:5]=1)([O-:3])=[O:2].[CH3:11][C:12]1[CH:13]=[CH:14][C:15]2[N:16]([C:18]([CH2:21]O)=[CH:19][N:20]=2)[CH:17]=1.Cl.[OH-].[Na+]>C(O)(=O)C>[CH3:11][C:12]1[CH:13]=[CH:14][C:15]2[N:16]([C:18]([CH2:21][S:10][C:7]3[CH:8]=[CH:9][C:4]([N+:1]([O-:3])=[O:2])=[CH:5][CH:6]=3)=[CH:19][N:20]=2)[CH:17]=1 |f:3.4|. Reported procedure: A mixture of 4-nitrothiophenol (2.87 g), 6-methylimidazo[1,2-a]pyridin-3-ylmethanol (3.0 g), concentrated hydrochloric acid (60 ml) and acetic acid (60 ml) was stirred for 5 days at 100° C. The mixture was neutralized with 12N sodium hydroxide at 0° C., and extracted with ethyl acetate. The organic layer was washed with saturated brine, dried over magnesium sulfate, and concentrated under reduced pressure. The obtained residue was separated and purified by column chromatography (basic silica gel...